From a dataset of the Open Reaction Database (ORD), a public repository of structured organic reaction records. describe an organic reaction: reactants, conditions, products, and yield Reactants: S-cyclohexanol, ClC1=CC=C(C(C(=O)OC)=C1)O (methyl 5-chlorosalicylate). Procedure: This is a more direct approach to obtain a stereospecific synthesis and describes the Claisen rearrangement with a chiral ether (4). S-2-Cyclohexene-1-ol was obtained by asymmetric ring opening of cyclohexene oxide. A Mitsunobu condensation between S-cyclohexanol and methyl 5-chlorosalicylate provided the chiral ether 4. The thermal Claisen rearrangement of 4 afforded 5 in moderate yield along with the products of elimination, cyclohexadiene and methyl 5-chloro-salicylate. Acid catalyzed intramo... Product: C1=CC=CCC1 (cyclohexadiene), ClC1=CC=C(C(C(=O)OC)=C1)O (methyl 5-chloro-salicylate). Solvent: CCOCC (ether). Reaction SMILES: [Cl:1][C:2]1[CH:11]=[C:6]([C:7]([O:9][CH3:10])=[O:8])[C:5]([OH:12])=[CH:4][CH:3]=1>CCOCC>[CH:11]1[CH2:6][CH2:5][CH:4]=[CH:3][CH:2]=1.[Cl:1][C:2]1[CH:11]=[C:6]([C:7]([O:9][CH3:10])=[O:8])[C:5]([OH:12])=[CH:4][CH:3]=1. Starting materials: CCOC(=O)C (EtOAc), CC1=CC=C(C=C1)S(=O)(=O)O (Tosic acid), SC=1OC2=C(C(C1)=O)C=CC=C2 (2-mercapto-4H-1-benzopyran-4-one), N1CCOCC1 (morpholine). Run in O (water), C1=CC=CC=C1 (benzene). Product: N1(CCOCC1)C=1OC2=C(C(C1)=O)C=CC=C2 (2-(4-Morpholinyl)-4H-1-benzopyran-4-one). The yield is 44.8%. Reaction SMILES: CC1C=CC(S(O)(=O)=O)=CC=1.S[C:13]1[O:14][C:15]2[CH:23]=[CH:22][CH:21]=[CH:20][C:16]=2[C:17](=[O:19])[CH:18]=1.[NH:24]1[CH2:29][CH2:28][O:27][CH2:26][CH2:25]1.CCOC(C)=O>C1C=CC=CC=1.O>[N:24]1([C:13]2[O:14][C:15]3[CH:23]=[CH:22][CH:21]=[CH:20][C:16]=3[C:17](=[O:19])[CH:18]=2)[CH2:29][CH2:28][O:27][CH2:26][CH2:25]1. Procedure details: Part B: Tosic acid (0.4 g, 2 mmol) is added to a solution of 2-mercapto-4H-1-benzopyran-4-one (3.56 g, 20 mmol) and morpholine (2.44 g, 2.44ml, 28 mmol) in benzene (400ml). After refluxing for 4 hours, the reaction mixture is transferred to a separatory funnel containing EtOAc and water. Extracting with EtOAc (2×), washing with combined organic layers with water and brine, and filtering through sodium sulfate yields 4.56 of crude material after evaporation of the solvent. Flash chromatography ov...